Task: describe an organic reaction: reactants, conditions, products, and yield. Dataset: the Open Reaction Database (ORD), a public repository of structured organic reaction records Starting materials: O=C([O-])[O-], CI, CC(C)=O, CCOC(=O)c1c(O)cc(C(F)(F)F)nc1C(F)(F)F, [K+], [K+]. Product: CCOC(=O)c1c(OC)cc(C(F)(F)F)nc1C(F)(F)F. Reaction SMILES: [C:21](=[O:22])([O-:23])[O-:24].[CH3:27][I:28].[CH3:29][C:30](=[O:31])[CH3:32].[F:1][C:2]([c:3]1[n:4][c:5]([C:15]([F:16])([F:17])[F:18])[cH:6][c:7]([OH:14])[c:8]1[C:9](=[O:10])[O:11][CH2:12][CH3:13])([F:19])[F:20].[K+:25].[K+:26]>>[F:1][C:2]([c:3]1[n:4][c:5]([C:15]([F:16])([F:17])[F:18])[cH:6][c:7]([O:14][CH3:21])[c:8]1[C:9](=[O:10])[O:11][CH2:12][CH3:13])([F:19])[F:20].